From a dataset of the Open Reaction Database (ORD), a public repository of structured organic reaction records. describe an organic reaction: reactants, conditions, products, and yield The reactants are S(=O)(=O)(C1=CC=C(C)C=C1)C[N+]#[C-] (Tosylmethyl isocyanide), C(\C=C\C(=O)OCC)(=O)OCC (diethyl fumarate), CC(C)([O-])C.[K+] (potassium t-butoxide), [Na+].[Cl-] (NaCl). The solvent is C1CCOC1 (THF), C1CCOC1 (THF). Reaction conditions: time 2 hour. The product is N1C=C(C(=C1)C(=O)OCC)C(=O)OCC (Diethyl pyrrole-3,4-dicarboxylate). Isolated yield 43.6%. As a reaction SMILES: S([CH2:11][N+:12]#[C-:13])(C1C=CC(C)=CC=1)(=O)=O.[C:14]([O:23][CH2:24][CH3:25])(=[O:22])/[CH:15]=[CH:16]/[C:17]([O:19][CH2:20][CH3:21])=[O:18].CC(C)([O-])C.[K+].[Na+].[Cl-]>C1COCC1>[NH:12]1[CH:13]=[C:15]([C:14]([O:23][CH2:24][CH3:25])=[O:22])[C:16]([C:17]([O:19][CH2:20][CH3:21])=[O:18])=[CH:11]1 |f:2.3,4.5|. Procedure: Tosylmethyl isocyanide (9.8 g, 50 mmol), diethyl fumarate (8.2 mL, 50 mmol) and dry THF (1000 mL) were added dropwise to a stirred suspension of potassium t-butoxide (11.2 g, 100 mmol) and THF (150 mL). The mixture was stirred for 2 hours, saturated NaCl (500 mL) was added, and the mixture was extracted with THF (2×250 mL). The organic layers were dried (Na2SO4), filtered and concentrated in vacuo to give a solid. The solid was recrystallized from MeOH to give the title compound 4.6 g (44%) (mp ... Reaction conditions: time 8 hour. Yields the product NC1=NC2=CC=C(C=C2CN1CCC)C1=C(C=CC=C1)CCNS(=O)(=O)C1=CC=CC=C1 (N-{2-[2-(2-Amino-3-propyl-3,4-dihydro-quinazolin-6-yl)-phenyl]-ethyl}-benzenesulfonamide). Run in C(C)O (ethanol). RXN SMILES: [N:1]#[C:2]Br.[NH2:4][C:5]1[CH:10]=[CH:9][C:8]([C:11]2[CH:16]=[CH:15][CH:14]=[CH:13][C:12]=2[CH2:17][CH2:18][NH:19][S:20]([C:23]2[CH:28]=[CH:27][CH:26]=[CH:25][CH:24]=2)(=[O:22])=[O:21])=[CH:7][C:6]=1[CH2:29][NH:30][CH2:31][CH2:32][CH3:33]>C(O)C>[NH2:1][C:2]1[N:30]([CH2:31][CH2:32][CH3:33])[CH2:29][C:6]2[C:5](=[CH:10][CH:9]=[C:8]([C:11]3[CH:16]=[CH:15][CH:14]=[CH:13][C:12]=3[CH2:17][CH2:18][NH:19][S:20]([C:23]3[CH:24]=[CH:25][CH:26]=[CH:27][CH:28]=3)(=[O:22])=[O:21])[CH:7]=2)[N:4]=1. Reported procedure: Cyanogen bromide (0.00034 mol) was added to a mixture of N-[2-(4′-amino-3′-propylaminomethyl-biphenyl-2-yl)-ethyl]-benzenesulfonamide (0.00031 mol) in ethanol (1 mL) in a Fast-tube, and then the reaction mixture was stirred overnight at room temperature. The solvent was evaporated and the residue was purified by high-performance liquid chromatography. The purest product fractions were collected and the solvent was evaporated to yield the title compound as a residue. Starting materials: N#CBr (Cyanogen bromide), NC1=C(C=C(C=C1)C1=C(C=CC=C1)CCNS(=O)(=O)C1=CC=CC=C1)CNCCC (N-[2-(4′-amino-3′-propylaminomethyl-biphenyl-2-yl)-ethyl]-benzenesulfonamide). Reactants: NCCCCN1CCN(CCO)CC1, Cc1cc(F)c(COc2nsc(NC(=O)Oc3ccccc3)c2C(N)=O)c(F)c1. Yields the product Cc1cc(F)c(COc2nsc(NC(=O)NCCCCN3CCN(CCO)CC3)c2C(N)=O)c(F)c1. As a reaction SMILES: [NH2:30][CH2:31][CH2:32][CH2:33][CH2:34][N:35]1[CH2:36][CH2:37][N:38]([CH2:41][CH2:42][OH:43])[CH2:39][CH2:40]1.[c:1]1([O:2][C:8]([NH:9][c:10]2[c:11]([C:26]([NH2:27])=[O:28])[c:12]([O:15][CH2:16][c:17]3[c:18]([F:25])[cH:19][c:20]([CH3:24])[cH:21][c:22]3[F:23])[n:13][s:14]2)=[O:29])[cH:3][cH:4][cH:5][cH:6][cH:7]1>>[C:8]([NH:9][c:10]1[c:11]([C:26]([NH2:27])=[O:28])[c:12]([O:15][CH2:16][c:17]2[c:18]([F:25])[cH:19][c:20]([CH3:24])[cH:21][c:22]2[F:23])[n:13][s:14]1)(=[O:29])[NH:30][CH2:31][CH2:32][CH2:33][CH2:34][N:35]1[CH2:36][CH2:37][N:38]([CH2:41][CH2:42][OH:43])[CH2:39][CH2:40]1. Reactants: BrCC(=O)C1=CC=C(C=O)C=C1 (4-(2-Bromo-acetyl)-benzaldehyde), NC=1SC=CN1 (2-aminothiazole). The solvent is CN(C)C=O (DMF). Yields the product S1C=2N(C=C1)C=C(N2)C2=CC=C(C=O)C=C2 (4-Imidazo[2,1-b]thiazol-6-yl-benzaldehyde). As a reaction SMILES: Br[CH2:2][C:3]([C:5]1[CH:12]=[CH:11][C:8]([CH:9]=[O:10])=[CH:7][CH:6]=1)=O.[NH2:13][C:14]1[S:15][CH:16]=[CH:17][N:18]=1>CN(C=O)C>[S:15]1[CH:16]=[CH:17][N:18]2[CH:2]=[C:3]([C:5]3[CH:12]=[CH:11][C:8]([CH:9]=[O:10])=[CH:7][CH:6]=3)[N:13]=[C:14]12. Procedure: 0.7 g (2.1 mM) 4-(2-Bromo-acetyl)-benzaldehyde and 2-aminothiazole (2 eq) are stirred in 15 ml DMF at 90° C. for 6 h. The DMF is evaporated and the residue suspended in ethyl acetate over night. The desired product is collected by filtration.